Task: describe an organic reaction: reactants, conditions, products, and yield. Dataset: the Open Reaction Database (ORD), a public repository of structured organic reaction records The reactants are CS(=O)(=O)Cl, CCN(C(C)C)C(C)C, ClCCl, OCC1=C(c2ccccc2F)CCCC1, O. The product is Fc1ccccc1C1=C(CCl)CCCC1. As a reaction SMILES: [CH3:25][S:26]([Cl:27])(=[O:28])=[O:29].[CH:1]([N:2]([CH2:3][CH3:4])[CH:5]([CH3:6])[CH3:7])([CH3:8])[CH3:9].[Cl:31][CH2:32][Cl:33].[F:10][c:11]1[c:12]([C:17]2=[C:18]([CH2:23][OH:24])[CH2:19][CH2:20][CH2:21][CH2:22]2)[cH:13][cH:14][cH:15][cH:16]1.[OH2:30]>>[F:10][c:11]1[c:12]([C:17]2=[C:18]([CH2:23][Cl:27])[CH2:19][CH2:20][CH2:21][CH2:22]2)[cH:13][cH:14][cH:15][cH:16]1.